From a dataset of the Open Reaction Database (ORD), a public repository of structured organic reaction records. describe an organic reaction: reactants, conditions, products, and yield Starting materials: CC(C)C[Al+]CC(C)C, COC(=O)CCc1cnoc1-c1ccc(Cl)cc1, Cl, [H-], C1CCOC1. Product: OCCCc1cnoc1-c1ccc(Cl)cc1. Reaction SMILES: [CH2:20]([Al+:21][CH2:22][CH:23]([CH3:24])[CH3:25])[CH:26]([CH3:27])[CH3:28].[Cl:1][c:2]1[cH:3][cH:4][c:5](-[c:8]2[c:9]([CH2:13][CH2:14][C:15](=[O:16])[O:17][CH3:18])[cH:10][n:11][o:12]2)[cH:6][cH:7]1.[ClH:29].[H-:19].[O:30]1[CH2:31][CH2:32][CH2:33][CH2:34]1>>[Cl:1][c:2]1[cH:3][cH:4][c:5](-[c:8]2[c:9]([CH2:13][CH2:14][CH2:15][OH:16])[cH:10][n:11][o:12]2)[cH:6][cH:7]1. The reactants are CCO, NN, O, O=C1c2ccccc2C(=O)N1CC1CCc2c(O)cccc2C1. Product: NCC1CCc2c(O)cccc2C1. RXN SMILES: [CH3:27][CH2:28][OH:29].[NH2:25][NH2:26].[OH2:24].[OH:1][c:2]1[c:3]2[c:8]([cH:9][cH:10][cH:11]1)[CH2:7][CH:6]([CH2:12][N:13]1[C:14](=[O:15])[c:16]3[cH:17][cH:18][cH:19][cH:20][c:21]3[C:22]1=[O:23])[CH2:5][CH2:4]2>>[OH:1][c:2]1[c:3]2[c:8]([cH:9][cH:10][cH:11]1)[CH2:7][CH:6]([CH2:12][NH2:13])[CH2:5][CH2:4]2. The reactants are S1C(=CC=C1)CC(=O)Cl (2-(2-Thienyl)acetyl chloride), N1CCOCC1 (morpholine), N1CCOCC1 (morpholine). Solvent: C(Cl)Cl (methylene chloride). Run at time 4 hour. The product is S1C(=CC=C1)CC(=O)N1CCOCC1 (N-[2-(2-thienyl)acetyl]morpholine). As a reaction SMILES: [S:1]1[CH:5]=[CH:4][CH:3]=[C:2]1[CH2:6][C:7](Cl)=[O:8].[NH:10]1[CH2:15][CH2:14][O:13][CH2:12][CH2:11]1>C(Cl)Cl>[S:1]1[CH:5]=[CH:4][CH:3]=[C:2]1[CH2:6][C:7]([N:10]1[CH2:15][CH2:14][O:13][CH2:12][CH2:11]1)=[O:8]. Procedure details: 2-(2-Thienyl)acetyl chloride (16 g) was added slowly to a stirred mixture of morpholine (17.5 ml) and methylene chloride (150 ml). A further portion (5 ml) of morpholine was added and the mixture was stirred at ambient temperature for 4 hours. The reaction mixture was washed in turn with 2M aqueous hydrochloric acid, a saturated aqueous sodium bicarbonate solution and brine. The organic phase was dried and evaporated. The residue was triturated under a mixture of hexane and diethyl ether to give... Reactants: COc1cc(Br)ccc1CBr, O=C(c1ccccc1)c1cnc2c(C(F)(F)F)cccc2c1-c1cccc(O)c1. The product is COc1cc(Br)ccc1COc1cccc(-c2c(C(=O)c3ccccc3)cnc3c(C(F)(F)F)cccc23)c1. Reaction SMILES: [Br:30][c:31]1[cH:32][c:33]([O:39][CH3:40])[c:34]([CH2:37][Br:38])[cH:35][cH:36]1.[OH:1][c:2]1[cH:3][c:4](-[c:8]2[c:9]([C:22](=[O:23])[c:24]3[cH:25][cH:26][cH:27][cH:28][cH:29]3)[cH:10][n:11][c:12]3[c:13]([C:18]([F:19])([F:20])[F:21])[cH:14][cH:15][cH:16][c:17]23)[cH:5][cH:6][cH:7]1>>[O:1]([c:2]1[cH:3][c:4](-[c:8]2[c:9]([C:22](=[O:23])[c:24]3[cH:25][cH:26][cH:27][cH:28][cH:29]3)[cH:10][n:11][c:12]3[c:13]([C:18]([F:19])([F:20])[F:21])[cH:14][cH:15][cH:16][c:17]23)[cH:5][cH:6][cH:7]1)[CH2:37][c:34]1[c:33]([O:39][CH3:40])[cH:32][c:31]([Br:30])[cH:36][cH:35]1.